Dataset: the Open Reaction Database (ORD), a public repository of structured organic reaction records. Task: describe an organic reaction: reactants, conditions, products, and yield Reactants: CC(C)(C)[O-], COCCOCCOCCOS(=O)(=O)c1ccc(C)cc1, [K+], C1CCOC1, O, OCCOCCOCCOCCOCCOCCOCc1ccccc1. Product: COCCOCCOCCOCCOCCOCCOCCOCCOCCOCc1ccccc1. RXN SMILES: [CH3:27][C:28]([CH3:29])([O-:30])[CH3:31].[CH3:33][c:34]1[cH:35][cH:36][c:37]([S:38]([O:39][CH2:44][CH2:45][O:46][CH2:47][CH2:48][O:49][CH2:50][CH2:51][O:52][CH3:53])(=[O:40])=[O:41])[cH:42][cH:43]1.[K+:32].[O:55]1[CH2:56][CH2:57][CH2:58][CH2:59]1.[OH2:54].[c:1]1([CH2:7][O:8][CH2:9][CH2:10][O:11][CH2:12][CH2:13][O:14][CH2:15][CH2:16][O:17][CH2:18][CH2:19][O:20][CH2:21][CH2:22][O:23][CH2:24][CH2:25][OH:26])[cH:2][cH:3][cH:4][cH:5][cH:6]1>>[c:1]1([CH2:7][O:8][CH2:9][CH2:10][O:11][CH2:12][CH2:13][O:14][CH2:15][CH2:16][O:17][CH2:18][CH2:19][O:20][CH2:21][CH2:22][O:23][CH2:24][CH2:25][O:26][CH2:44][CH2:45][O:46][CH2:47][CH2:48][O:49][CH2:50][CH2:51][O:52][CH3:53])[cH:2][cH:3][cH:4][cH:5][cH:6]1.